This data is from the Open Reaction Database (ORD), a public repository of structured organic reaction records. The task is: describe an organic reaction: reactants, conditions, products, and yield Reported procedure: Sodium amide was formed from sodium (1.0 g, 43.5 mmol) in liquid ammonia (100 ml) according to Example 1. Collidine (1) (5.0 g, 41.3 mmol) dissolved in tetrahydrofuran (5 ml) was added dropwise and after 45 min a well-cooled solution of dibromohexane (51.2 g, 210 mmol) in THF (100 ml) was added quickly. The reaction mixture was stirred for 1 h at -40° C. and then left stirring overnight during which times ammonia evaporated. As a reaction SMILES: [N:1]1[C:6]([CH3:7])=[CH:5][C:4]([CH3:8])=[CH:3][C:2]=1[CH3:9].[Br:10][CH:11](Br)[CH2:12][CH2:13][CH2:14][CH2:15][CH3:16].N>O1CCCC1>[Br:10][CH2:11][CH2:12][CH2:13][CH2:14][CH2:15][CH2:16][CH2:8][C:4]1[CH:5]=[C:6]([CH3:7])[N:1]=[C:2]([CH3:9])[CH:3]=1. The solvent is C1CCOC1 (THF), O1CCCC1 (tetrahydrofuran). Starting materials: BrC(CCCCC)Br (dibromohexane), N1=C(C=C(C=C1C)C)C (collidine), N (ammonia). Run at temperature -40 celsius, time 1 hour. Product: BrCCCCCCCC1=CC(=NC(=C1)C)C (4-(Bromoheptyl)-2,6-dimethyl pyridine). Reactants: C(N)(=O)C=1C=C(C=NC1)[Sn](CCCC)(CCCC)CCCC (5-Carbamoyl-3-pyridyltri-n-butylstannane), BrC=1C=C2C(=CNC2=CC1)C[C@@H]1N(CCC1)CC1CC1 (5-bromo-3-(1-cyclopropylmethylpyrrolidin-2(R)-ylmethyl)-1H-indole), C1(=C(C=CC=C1)P(C1=C(C=CC=C1)C)C1=C(C=CC=C1)C)C (tri-o-tolylphosphine). The reagents and catalysts are C(C)(=O)[O-].[Pd+2].C(C)(=O)[O-] (palladium (II) acetate). The solvent is C(C)N(CC)CC (triethylamine). Product: C(N)(=O)C=1C=C(C=NC1)C=1C=C2C(=CNC2=CC1)C[C@@H]1N(CCC1)CC1CC1 (5-(5-Carbamoyl-3-pyridyl)-3-(1-cyclopropylmethylpyrrolidin-2(R)-ylmethyl)-1H-indole). As a reaction SMILES: [C:1]([C:4]1[CH:5]=[C:6]([Sn](CCCC)(CCCC)CCCC)[CH:7]=[N:8][CH:9]=1)(=[O:3])[NH2:2].Br[C:24]1[CH:25]=[C:26]2[C:30](=[CH:31][CH:32]=1)[NH:29][CH:28]=[C:27]2[CH2:33][C@H:34]1[CH2:38][CH2:37][CH2:36][N:35]1[CH2:39][CH:40]1[CH2:42][CH2:41]1.C1(C)C=CC=CC=1P(C1C=CC=CC=1C)C1C=CC=CC=1C>C([O-])(=O)C.[Pd+2].C([O-])(=O)C.C(N(CC)CC)C>[C:1]([C:4]1[CH:5]=[C:6]([C:24]2[CH:25]=[C:26]3[C:30](=[CH:31][CH:32]=2)[NH:29][CH:28]=[C:27]3[CH2:33][C@H:34]2[CH2:38][CH2:37][CH2:36][N:35]2[CH2:39][CH:40]2[CH2:42][CH2:41]2)[CH:7]=[N:8][CH:9]=1)(=[O:3])[NH2:2] |f:3.4.5|. Reported procedure: 5-Carbamoyl-3-pyridyltri-n-butylstannane (see Preparation 43) and 5-bromo-3-(1-cyclopropylmethylpyrrolidin-2(R)-ylmethyl)-1H-indole (see Preparation 56) were reacted together in the presence of palladium (II) acetate, tri-o-tolylphosphine and triethylamine using a procedure similar to that described in Example 1. This yielded the title compound. Found: C,71.56; H,7.13; N,13.72. C23H26N4O.3/16CH2Cl2 requires: C,71.33; H,6.,81; N,14.35%. Starting materials: CC1=CC(=NO1)CCC(=O)O (5-methyl-3-isoxazolepropanoic acid), B(F)(F)F.CCOCC (boron trifluoride etherate). The solvent is CO (methanol). Yields the product CC1=CC(=NO1)CCC(=O)OC (methyl 5-methyl-3-isoxazolepropanoate). Reaction SMILES: [CH3:1][C:2]1[O:6][N:5]=[C:4]([CH2:7][CH2:8][C:9]([OH:11])=[O:10])[CH:3]=1.B(F)(F)F.[CH3:16]COCC>CO>[CH3:1][C:2]1[O:6][N:5]=[C:4]([CH2:7][CH2:8][C:9]([O:11][CH3:16])=[O:10])[CH:3]=1 |f:1.2|. Procedure details: A mixture of 75.4 g of 5-methyl-3-isoxazolepropanoic acid, 150 ml of boron trifluoride etherate and 400 ml of methanol was heated at reflux for eight hours. The reaction mixture was concentrated in vacuo, made basic with sodium bicarbonate solution and extracted with methylene dichloride. The extracts were concentrated in vacuo and the residue distilled at 90°-100° C. (0.05 mm) to give 73 g of methyl 5-methyl-3-isoxazolepropanoate which crystallized to a solid, m.p. 54°-55° C.